describe an organic reaction: reactants, conditions, products, and yield From a dataset of the Open Reaction Database (ORD), a public repository of structured organic reaction records. Reactants: C(C1=CC=CC=C1)OCC(=O)OC1=CC=C2C(C(=COC2=C1)C1=CC=C(C=C1)OC(COCC1=CC=CC=C1)=O)=O (Benzyloxy-acetic acid 4-[7-(2-benzyloxy-acetoxy)-4-oxo-4H-chromen-3-yl]-phenyl ester). Reagents/catalysts: [Pd] (Palladium on carbon). Solvent: C(C)(=O)OCC (ethyl acetate). Reaction conditions: time 22 hour. Product: OCC(=O)OC1=CC=C2C(C(=COC2=C1)C1=CC=C(C=C1)OC(CO)=O)=O (Hydroxy-acetic acid 4-[7-(2-hydroxy-acetoxy)-4-oxo-4H-chromen-3-yl]-phenyl ester). Reaction SMILES: C([O:8][CH2:9][C:10]([O:12][C:13]1[CH:22]=[C:21]2[C:16]([C:17](=[O:41])[C:18]([C:23]3[CH:28]=[CH:27][C:26]([O:29][C:30](=[O:40])[CH2:31][O:32]CC4C=CC=CC=4)=[CH:25][CH:24]=3)=[CH:19][O:20]2)=[CH:15][CH:14]=1)=[O:11])C1C=CC=CC=1>C(OCC)(=O)C.[Pd]>[OH:8][CH2:9][C:10]([O:12][C:13]1[CH:22]=[C:21]2[C:16]([C:17](=[O:41])[C:18]([C:23]3[CH:28]=[CH:27][C:26]([O:29][C:30](=[O:40])[CH2:31][OH:32])=[CH:25][CH:24]=3)=[CH:19][O:20]2)=[CH:15][CH:14]=1)=[O:11]. Reported procedure: Benzyloxy-acetic acid 4-[7-(2-benzyloxy-acetoxy)-4-oxo-4H-chromen-3-yl]-phenyl ester 42 (1 gram, 1.82 mmol) is dissolved in ethyl acetate (50 ml) in a pressure vessel, Palladium on carbon (5%, 0.5 gram) added and the mixture stirred under an atmosphere of hydrogen (4 Kg) for 22 hours. The catalyst is removed by filtration, ethyl acetate distilled under vacuum. The crude 43 can be purified by column chromatography on silica gel using benzene: ethyl acetate (8:2) as eluant to get the desired produ... Starting materials: N1CCC1 (Azetidine), O=C1CCC2(CCN(CC2)C(=O)OC(C)(C)C)CC1 (tert-butyl 9-oxo-3-azaspiro[5.5]undecane-3-carboxylate), [C-]#N.[K+] (potassium cyanide), crude product, ice, C1(=CC=CC=C1)[Mg]Br (phenyl magnesium bromide). Solvent: CO (methanol), C(C)(=O)O (acetic acid), C1CCOC1 (THF). Run at time 16 hour. Yields the product N1(CCC1)C1(CCC2(CCN(CC2)C(=O)OC(C)(C)C)CC1)C1=CC=CC=C1 (tert-Butyl 9-(azetidin-1-yl)-9-phenyl-3-azaspiro[5.5]undecane-3-carboxylate). The yield is 22.0%. Reaction SMILES: [NH:1]1[CH2:4][CH2:3][CH2:2]1.O=[C:6]1[CH2:23][CH2:22][C:9]2([CH2:14][CH2:13][N:12]([C:15]([O:17][C:18]([CH3:21])([CH3:20])[CH3:19])=[O:16])[CH2:11][CH2:10]2)[CH2:8][CH2:7]1.[C-]#N.[K+].[C:27]1([Mg]Br)[CH:32]=[CH:31][CH:30]=[CH:29][CH:28]=1>CO.C(O)(=O)C.C1COCC1>[N:1]1([C:6]2([C:27]3[CH:32]=[CH:31][CH:30]=[CH:29][CH:28]=3)[CH2:23][CH2:22][C:9]3([CH2:14][CH2:13][N:12]([C:15]([O:17][C:18]([CH3:21])([CH3:20])[CH3:19])=[O:16])[CH2:11][CH2:10]3)[CH2:8][CH2:7]2)[CH2:4][CH2:3][CH2:2]1 |f:2.3|. Reported procedure: Azetidine (29.9 mmol, 10 eq) was added to a solution of tert-butyl 9-oxo-3-azaspiro[5.5]undecane-3-carboxylate (2.99 mmol, 1 eq) in methanol (15 ml) and acetic acid (1.5 ml) at 0° C. Then potassium cyanide (7.47 mmol, 2.5 eq) was added to the reaction mixture and it was stirred for another 16 h. The reaction mixture was slowly quenched with NH4OH solution (50 g ice+50 ml ammonia liquor) and stirred at 0° C. for another 30 min. The mixture was extracted with ethyl acetate. The organic layer was w... The reactants are C(C)(C)(C)OC(=O)C1=NC=C(C=C1)OC1=CC(=CC2=C1CC(O2)(C)C)C(=O)OC (5-(6-methoxycarbonyl-2,2-dim ethyl-2,3-dihydro-benzofuran-4-yloxy)-pyridine-2-carboxylic acid tert-butyl ester). Solvent: C(Cl)Cl (CH2Cl2), C(=O)(C(F)(F)F)O (TFA). Product: COC(=O)C1=CC2=C(CC(O2)(C)C)C(=C1)OC=1C=CC(=NC1)C(=O)O (5-(6-Methoxycarbonyl-2,2-dimethyl-2,3-dihydro-benzofuran-4-yloxy)-pyridine-2-carboxylic acid). As a reaction SMILES: C([O:5][C:6]([C:8]1[CH:13]=[CH:12][C:11]([O:14][C:15]2[C:20]3[CH2:21][C:22]([CH3:25])([CH3:24])[O:23][C:19]=3[CH:18]=[C:17]([C:26]([O:28][CH3:29])=[O:27])[CH:16]=2)=[CH:10][N:9]=1)=[O:7])(C)(C)C>C(Cl)Cl.C(O)(C(F)(F)F)=O>[CH3:29][O:28][C:26]([C:17]1[CH:16]=[C:15]([O:14][C:11]2[CH:12]=[CH:13][C:8]([C:6]([OH:7])=[O:5])=[N:9][CH:10]=2)[C:20]2[CH2:21][C:22]([CH3:25])([CH3:24])[O:23][C:19]=2[CH:18]=1)=[O:27]. Procedure: A solution of 5-(6-methoxycarbonyl-2,2-dim ethyl-2,3-dihydro-benzofuran-4-yloxy)-pyridine-2-carboxylic acid tert-butyl ester (163a) (260 mg, 0.65 mmol) in 4 mL CH2Cl2 and 2 mL TFA was stirred at room temperature for 2 hr. The mixture was concentrated, dried under vacuum, and taken to the next step as it is.